Dataset: the Open Reaction Database (ORD), a public repository of structured organic reaction records. Task: describe an organic reaction: reactants, conditions, products, and yield Reactants: N1C=C(C=2C1=NC=CC2)C=C2C(C(=C(O2)NC2=C(C=C(C=C2)OC)OC)C(=O)OCC)=O (Ethyl 5-[(1H-pyrrolo[2,3-b]pyridin-3-yl)methylene]-2-[(2,4-dimethoxyphenyl)amino]-4-oxo-4,5-dihydrofuran-3-carboxylate). The solvent is CN(C=O)C (N,N-dimethylformamide). Yields the product N1C=C(C=2C1=NC=CC2)C=C2OC(=CC2=O)NC2=C(C=C(C=C2)OC)OC (2-[(1H-Pyrrolo[2,3-b]pyridin-3-yl)methylene]-5-[(2,4-dimethoxyphenyl)amino]furan-3(2H)-one). Yield: 17.9%. RXN SMILES: [NH:1]1[C:5]2=[N:6][CH:7]=[CH:8][CH:9]=[C:4]2[C:3]([CH:10]=[C:11]2[O:15][C:14]([NH:16][C:17]3[CH:22]=[CH:21][C:20]([O:23][CH3:24])=[CH:19][C:18]=3[O:25][CH3:26])=[C:13](C(OCC)=O)[C:12]2=[O:32])=[CH:2]1>CN(C)C=O>[NH:1]1[C:5]2=[N:6][CH:7]=[CH:8][CH:9]=[C:4]2[C:3]([CH:10]=[C:11]2[C:12](=[O:32])[CH:13]=[C:14]([NH:16][C:17]3[CH:22]=[CH:21][C:20]([O:23][CH3:24])=[CH:19][C:18]=3[O:25][CH3:26])[O:15]2)=[CH:2]1. Reported procedure: A solution of the compound (0.10 g, 0.23 mmol) of Example 24 in N,N-dimethylformamide (3.0 mL) was refluxed for 7 h. Cooled to ambient temperature, the reaction mixture was purified by preparative HPLC to afford the titled compound as solid (0.015 g, y. 18%).